This data is from the Open Reaction Database (ORD), a public repository of structured organic reaction records. The task is: describe an organic reaction: reactants, conditions, products, and yield Starting materials: Intermediate 41, FC(C=1C=C(C=C(C1)C(F)(F)F)[C@H](C)N(C(=O)[C@@]12[C@@H](N(CC2C1)CC1=CC=CC=C1)C1=CC=CC=C1)C)(F)F ((1S,2S)-3-benzyl-2-phenyl-3-aza-bicyclo[3.1.0]hexane-1-carboxylic acid [(S)-1-(3,5-bis-trifluoromethyl-phenyl)-ethyl]-methyl-amide). The reagents and catalysts are [Pd] (palladium on carbon). Solvent: CC(=O)O (HOAc). The product is FC(C=1C=C(C=C(C1)C(F)(F)F)[C@H](C)N(C(=O)[C@@]12[C@@H](NCC2C1)C1=CC=CC=C1)C)(F)F ((1S,2S)-2-Phenyl-3-aza-bicyclo[3.1.0]hexane-1-carboxylic acid [(S)-1-(3,5-bis-trifluoromethyl-phenyl)-ethyl]-methyl-amide). Yield: 53.8%. Reaction SMILES: [F:1][C:2]([F:39])([F:38])[C:3]1[CH:4]=[C:5]([C@@H:13]([N:15]([CH3:37])[C:16]([C@@:18]23[CH2:23][CH:22]2[CH2:21][N:20](CC2C=CC=CC=2)[C@H:19]3[C:31]2[CH:36]=[CH:35][CH:34]=[CH:33][CH:32]=2)=[O:17])[CH3:14])[CH:6]=[C:7]([C:9]([F:12])([F:11])[F:10])[CH:8]=1>[Pd].CC(O)=O>[F:11][C:9]([F:10])([F:12])[C:7]1[CH:6]=[C:5]([C@@H:13]([N:15]([CH3:37])[C:16]([C@@:18]23[CH2:23][CH:22]2[CH2:21][NH:20][C@H:19]3[C:31]2[CH:32]=[CH:33][CH:34]=[CH:35][CH:36]=2)=[O:17])[CH3:14])[CH:4]=[C:3]([C:2]([F:38])([F:39])[F:1])[CH:8]=1. Reported procedure: To Intermediate 41, the more polar isomer (1S,2S)-3-benzyl-2-phenyl-3-aza-bicyclo[3.1.0]hexane-1-carboxylic acid [(S)-1-(3,5-bis-trifluoromethyl-phenyl)-ethyl]-methyl-amide (0.06 g, 0.11 mmol) was combined with palladium on carbon 20% (Pearlman's catalyst, 0.08 g) and HOAc (8 mL) and hydrogenated at 40 psi for 16 hours. The material was filtered thru celite and concentrated, then partitioned between saturated sodium bicarbonate solution and methylene chloride, the organics were washed with brine... The reactants are BrN1C(CCC1=O)=O (N-bromosuccinimide), C1CC(=O)N(C1=O)Br (NBS), ClC=1C=C(N)C=C(C1)Cl (3,5-Dichloroaniline), BrN1C(CCC1=O)=O (N-bromosuccinimide), ClC=1C=C(N)C=C(C1)Cl (3,5-dichloroaniline). Run in OS(=O)[O-].[Na+] (NaHSO3), C(C)#N (acetonitrile), C(C)#N (acetonitrile). Reaction conditions: time 3 hour. Product: BrC1=C(C=C(N)C=C1Cl)Cl (4-bromo-3,5-dichloroaniline). Reaction SMILES: [Cl:1][C:2]1[CH:3]=[C:4]([CH:6]=[C:7]([Cl:9])[CH:8]=1)[NH2:5].[Br:10]N1C(=O)CCC1=O>C(#N)C.OS([O-])=O.[Na+]>[Br:10][C:8]1[C:2]([Cl:1])=[CH:3][C:4]([NH2:5])=[CH:6][C:7]=1[Cl:9] |f:3.4|. Reported procedure: 3,5-Dichloroaniline (10 g, 61.7 mmol) in acetonitrile (100 mL) was taken in a 3-necked flask fitted with a thermometer, condenser and a dropping funnel containing N-bromosuccinimide (10.99 g, 61.7 mmol) in acetonitrile (30 mL). N-bromosuccinimide solution was added slowly to the 3,5-dichloroaniline solution in the flask at 0° C. by maintaining the internal temperature below 5° C. After the addition of NBS, the reaction mixture was warmed to RT and stirred for further 3 h. After the completion of... The reactants are S(=O)(Cl)Cl (Thionyl chloride), CC=1C=C(C=CC1C)N1N=C(C(C1=O)=NNC=1C(=C(C=CC1)C1=CC(=CC=C1)C(=O)O)O)C (3′-{N′-[1-(3,4-Dimethylphenyl)-3-methyl-5-oxo-1,5-dihydro-pyrazol-4-ylidene]hydrazino}-2′-hydroxybiphenyl-3-carboxylic acid), CN(C)C=O (DMF), S(=O)(Cl)Cl (thionyl chloride), CN(C)C=O (DMF). Solvent: CCCCCCC (heptane), C1CCOC1 (THF). Conditions: time 1 hour. The product is CC=1C=C(C=CC1C)N1N=C(/C(/C1=O)=N/NC=1C(=C(C=CC1)C1=CC(=CC=C1)C(=O)Cl)O)C ((Z)-3′-(2-(1-(3,4-dimethylphenyl)-3-methyl-5-oxo-1H-pyrazol-4(5H)-ylidene)hydrazinyl)-2′-hydroxybiphenyl-3-carbonyl chloride). Isolated yield 96.0%. RXN SMILES: S(Cl)([Cl:3])=O.[CH3:5][C:6]1[CH:7]=[C:8]([N:13]2[C:17](=[O:18])[C:16](=[N:19][NH:20][C:21]3[C:22]([OH:36])=[C:23]([C:27]4[CH:32]=[CH:31][CH:30]=[C:29]([C:33](O)=[O:34])[CH:28]=4)[CH:24]=[CH:25][CH:26]=3)[C:15]([CH3:37])=[N:14]2)[CH:9]=[CH:10][C:11]=1[CH3:12].CN(C=O)C>C1COCC1.CCCCCCC>[CH3:5][C:6]1[CH:7]=[C:8]([N:13]2[C:17](=[O:18])/[C:16](=[N:19]\[NH:20][C:21]3[C:22]([OH:36])=[C:23]([C:27]4[CH:32]=[CH:31][CH:30]=[C:29]([C:33]([Cl:3])=[O:34])[CH:28]=4)[CH:24]=[CH:25][CH:26]=3)/[C:15]([CH3:37])=[N:14]2)[CH:9]=[CH:10][C:11]=1[CH3:12]. Reported procedure: Thionyl chloride (5 mL, 68.5 mmol) was added to a solution of pure 3′-{N′-[1-(3,4-Dimethylphenyl)-3-methyl-5-oxo-1,5-dihydro-pyrazol-4-ylidene]hydrazino}-2′-hydroxybiphenyl-3-carboxylic acid (Eltrombopag form I) (5 g, 11 mmol) in dry THF (75 mL) followed by addition of DMF (0.5 mL) at room temperature in three-necked flask. The reaction mixture was stirred for one hour and additional thionyl chloride (5 mL, 68.5 mmol) and DMF (0.5 mL) were added. The precipitation of acyl chloride started in hal... Starting materials: OC(=O)C(F)(F)F.C1(CCCCC1)C=1C=2C=CC(=CC2N2CCNC3=C(C21)C=CC=C3)C(=O)OC (methyl (13-cyclohexyl-6,7-dihydro-5H-indolo[1,2-d][1,4]benzodiazepin-10-yl)-carboxylate TFA), C1(=CC=CC=C1)N=C=O (phenyl isocyanate). Solvent: C(Cl)Cl (CH2Cl2), CO (MeOH), C(C)N(CC)CC (triethylamine), C(Cl)Cl (CH2Cl2). Conditions: time 2 hour. The product is C1=CC=CC2=C1C=1N(C=CN2)C=2C=C(C=CC2C1)C(=O)O (5H-indolo[1,2-d][1,4]benzodiazepine-10-carboxylic acid). RXN SMILES: OC(C(F)(F)F)=O.C1([C:14]2[C:15]3[CH:16]=[CH:17][C:18]([C:32]([O:34]C)=[O:33])=[CH:19][C:20]=3[N:21]3[C:27]=2[C:26]2[CH:28]=[CH:29][CH:30]=[CH:31][C:25]=2[NH:24][CH2:23][CH2:22]3)CCCCC1.C1(N=C=O)C=CC=CC=1>C(N(CC)CC)C.C(Cl)Cl.CO>[CH:28]1[C:26]2[C:27]3[N:21]([C:20]4[CH:19]=[C:18]([C:32]([OH:34])=[O:33])[CH:17]=[CH:16][C:15]=4[CH:14]=3)[CH:22]=[CH:23][NH:24][C:25]=2[CH:31]=[CH:30][CH:29]=1 |f:0.1|. Reported procedure: To a solution of methyl (13-cyclohexyl-6,7-dihydro-5H-indolo[1,2-d][1,4]benzodiazepin-10-yl)-carboxylate TFA (80 mg, 0.17 mmol) in triethylamine (0.20 mL) and CH2Cl2 (5 mL) which had been stirred for 5 min. was added phenyl isocyanate (0.20 mL, 1.84 mmol). The reaction solution was stirred for 2 h at rt, diluted with CH2Cl2 (˜10 mL) and MeOH (˜2 mL) and washed with ½ saturated aqueous NH4Cl (10 mL) and brine (10 mL). The organics were concentrated to dryness, dissolved into MeOH/THF (1:1, 3 mL) ... Starting materials: COc1ccc(-n2cn[nH]c2=S)cc1C(=O)O, CO, O=S(Cl)Cl. Yields the product COC(=O)c1cc(-n2cn[nH]c2=S)ccc1OC. Reaction SMILES: [CH3:1][O:2][c:3]1[c:4]([C:5](=[O:6])[OH:7])[cH:8][c:9](-[n:12]2[cH:13][n:14][nH:15][c:16]2=[S:17])[cH:10][cH:11]1.[CH3:22][OH:23].[S:18]([Cl:19])([Cl:20])=[O:21]>>[CH3:1][O:2][c:3]1[c:4]([C:5]([O:6][CH3:22])=[O:7])[cH:8][c:9](-[n:12]2[cH:13][n:14][nH:15][c:16]2=[S:17])[cH:10][cH:11]1. The reactants are CCOC(C)=O, CCO, CCCCCCCN(Cc1ccc(F)cc1F)C(=O)CCc1ccc(SCc2ccccc2C(=O)OC)cc1, [K+], [OH-]. The product is CCCCCCCN(Cc1ccc(F)cc1F)C(=O)CCc1ccc(SCc2ccccc2C(=O)O)cc1. As a reaction SMILES: [CH3:42][CH2:43][O:44][C:45]([CH3:46])=[O:47].[CH3:48][CH2:49][OH:50].[F:1][c:2]1[c:3]([CH2:4][N:5]([C:6]([CH2:7][CH2:8][c:9]2[cH:10][cH:11][c:12]([S:15][CH2:16][c:17]3[c:18]([C:19](=[O:20])[O:21][CH3:22])[cH:23][cH:24][cH:25][cH:26]3)[cH:13][cH:14]2)=[O:27])[CH2:28][CH2:29][CH2:30][CH2:31][CH2:32][CH2:33][CH3:34])[cH:35][cH:36][c:37]([F:39])[cH:38]1.[K+:41].[OH-:40]>>[F:1][c:2]1[c:3]([CH2:4][N:5]([C:6]([CH2:7][CH2:8][c:9]2[cH:10][cH:11][c:12]([S:15][CH2:16][c:17]3[c:18]([C:19](=[O:20])[OH:21])[cH:23][cH:24][cH:25][cH:26]3)[cH:13][cH:14]2)=[O:27])[CH2:28][CH2:29][CH2:30][CH2:31][CH2:32][CH2:33][CH3:34])[cH:35][cH:36][c:37]([F:39])[cH:38]1. The reactants are CN(C)CCN, C1CCOC1, O=C(Oc1ccccc1)C(Cc1ccc([N+](=O)[O-])cc1)NC(=O)N(CCO)CCc1ccccc1. Product: CN(C)CCNC(=O)C(Cc1ccc([N+](=O)[O-])cc1)NC(=O)N(CCO)CCc1ccccc1. As a reaction SMILES: [CH3:1][N:2]([CH2:3][CH2:4][NH2:5])[CH3:6].[O:42]1[CH2:43][CH2:44][CH2:45][CH2:46]1.[OH:7][CH2:8][CH2:9][N:10]([C:11]([NH:12][CH:13]([C:14](=[O:15])[O:16][c:17]1[cH:18][cH:19][cH:20][cH:21][cH:22]1)[CH2:23][c:24]1[cH:25][cH:26][c:27]([N+:30](=[O:31])[O-:32])[cH:28][cH:29]1)=[O:33])[CH2:34][CH2:35][c:36]1[cH:37][cH:38][cH:39][cH:40][cH:41]1>>[CH3:1][N:2]([CH2:3][CH2:4][NH:5][C:14]([CH:13]([NH:12][C:11]([N:10]([CH2:9][CH2:8][OH:7])[CH2:34][CH2:35][c:36]1[cH:37][cH:38][cH:39][cH:40][cH:41]1)=[O:33])[CH2:23][c:24]1[cH:25][cH:26][c:27]([N+:30](=[O:31])[O-:32])[cH:28][cH:29]1)=[O:15])[CH3:6]. The reactants are N1(CCC1)C[C@@H](N)C1=CC(=C(C=C1)Cl)C(F)(F)F ((S)-2-(Azetidin-1-yl)-1-(4-chloro-3-(trifluoromethyl)phenyl)ethan-1-amine), OC=1C2=C(N=NN1)C(=CC=C2)C(=O)N (4-hydroxybenzo[d][1,2,3]-triazine-8-carboxamide). Product: N1(CCC1)C[C@H](C1=CC(=C(C=C1)Cl)C(F)(F)F)NC=1C2=C(N=NN1)C(=CC=C2)C(=O)N ((S)-4-((2-(azetidin-1-yl)-1-(4-chloro-3-(trifluoromethyl)phenyl)ethyl)amino)benzo[d][1,2,3]triazine-8-carboxamide). Reaction SMILES: [N:1]1([CH2:5][C@H:6]([C:8]2[CH:13]=[CH:12][C:11]([Cl:14])=[C:10]([C:15]([F:18])([F:17])[F:16])[CH:9]=2)[NH2:7])[CH2:4][CH2:3][CH2:2]1.O[C:20]1[C:21]2[CH:29]=[CH:28][CH:27]=[C:26]([C:30]([NH2:32])=[O:31])[C:22]=2[N:23]=[N:24][N:25]=1>>[N:1]1([CH2:5][C@@H:6]([NH:7][C:20]2[C:21]3[CH:29]=[CH:28][CH:27]=[C:26]([C:30]([NH2:32])=[O:31])[C:22]=3[N:23]=[N:24][N:25]=2)[C:8]2[CH:13]=[CH:12][C:11]([Cl:14])=[C:10]([C:15]([F:18])([F:16])[F:17])[CH:9]=2)[CH2:4][CH2:3][CH2:2]1. Procedure: Compound 14 was prepared following general synthetic scheme 7 wherein (S)-2-(Azetidin-1-yl)-1-(4-chloro-3-(trifluoromethyl)phenyl)ethan-1-amine was reacted with 4-hydroxybenzo[d][1,2,3]-triazine-8-carboxamide to give the title compound. LC-MS [451 (M+1)], 1H NMR (400 MHz, DMSO-d6): δ 9.30 (s, 1H), 8.87 (d, 1H), 8.63 (d, 1H), 8.54 (d, 1H), 8.05-8.01 (m, 3H), 7.81 (d, 1H), 7.70 (d, 1H), 5.59 (d, 1H), 3.21-3.14 (m, 4H), 3.02 (t, 1H), 2.99-2.78 (m, 1H), 1.92 (t, 2H).